Dataset: the Open Reaction Database (ORD), a public repository of structured organic reaction records. Task: describe an organic reaction: reactants, conditions, products, and yield The reactants are CN(C1=CC=C(CCN2C[C@H](CC2)OC(C2=CC=C(C=C2)[N+](=O)[O-])=O)C=C1)C ((S)-1-(4-dimethylaminophenethyl)-3-(4-nitrobenzoyloxy) pyrrolidine), O (water), [Li+].[OH-] (LiOH), O1CCCC1 (tetrahydrofuran). The solvent is CO (methanol). Conditions: time 1 hour. Yields the product CN(C1=CC=C(CCN2C[C@H](CC2)O)C=C1)C ((S)-1-(4-dimethylaminophenethyl)-3-hydroxypyrrolidine), solid. The yield is 62.0%. RXN SMILES: [CH3:1][N:2]([CH3:28])[C:3]1[CH:27]=[CH:26][C:6]([CH2:7][CH2:8][N:9]2[CH2:13][CH2:12][C@H:11]([O:14]C(=O)C3C=CC([N+]([O-])=O)=CC=3)[CH2:10]2)=[CH:5][CH:4]=1.O1CCCC1.O.[Li+].[OH-]>CO>[CH3:28][N:2]([CH3:1])[C:3]1[CH:4]=[CH:5][C:6]([CH2:7][CH2:8][N:9]2[CH2:13][CH2:12][C@H:11]([OH:14])[CH2:10]2)=[CH:26][CH:27]=1 |f:3.4|. Procedure details: (S)-1-(4-dimethylaminophenethyl)-3-(4-nitrobenzoyloxy) pyrrolidine (1.00 g, 2.70 mmol) was dissolved in methanol (20 ml), tetrahydrofuran (20 ml) and water (10 ml). 4M-LiOH (3 ml) was added dropwise in the obtained solution, and they were stirred at room temperature for 1 hour. The solvent was evaporated under reduced pressure, and the residue was distributed in water and ether. The organic layer was dried and the solvent was evaporated under reduced pressure to obtain (S)-1-(4-dimethylaminophen... The reactants are [BH4-], CCOCC, CC(=O)Nc1cc([N+](=O)[O-])cc(Cl)c1O, Cl, [H][H], [Na+], [Na+], C1CCOC1, [OH-], O. The product is CCNc1cc([N+](=O)[O-])cc(Cl)c1O. RXN SMILES: [BH4-:16].[CH3:28][CH2:29][O:30][CH2:31][CH3:32].[Cl:1][c:2]1[c:3]([OH:15])[c:4]([NH:11][C:12]([CH3:13])=[O:14])[cH:5][c:6]([N+:8](=[O:9])[O-:10])[cH:7]1.[ClH:20].[H:18][H:19].[Na+:17].[Na+:22].[O:23]1[CH2:24][CH2:25][CH2:26][CH2:27]1.[OH-:21].[OH2:33]>>[Cl:1][c:2]1[c:3]([OH:15])[c:4]([NH:11][CH2:12][CH3:13])[cH:5][c:6]([N+:8](=[O:9])[O-:10])[cH:7]1. Procedure details: Prepared from compound 114 and imidazole as described for compound 113. The reaction mixture was evaporated and the residue dissolved in 2N HCl. After extraction with dichloromethane and drying over magnesium sulfate, the solvent was evaporated. The residue crystallized on treating with ethyl acetate. M.p. 192°-194° C. Starting materials: COC=1C=C(C=CC1OC)C1=NN(C([C@H]2CC=CC[C@@H]12)=O)CCCCBr ((cis)-4-(3,4-Dimethoxyphenyl)-2-(4-bromo-1-butyl)-4a,5,8,8a-tetrahydro-2H-phthalazin-1-one), N1C=NC=C1 (imidazole), Cl.COC=1C=C(C=CC1OC)C1=NN(C([C@H]2CCCC[C@@H]12)=O)CCN1C=NC=C1 ((cis)-4-(3,4-Dimethoxyphenyl)-2-(2-(1-imidazolyl)ethyl)-4a,5,6,7,8,8a-hexahydro-2H-phthalazin-1-one hydrochloride). As a reaction SMILES: [CH3:1][O:2][C:3]1[CH:4]=[C:5]([C:11]2[C@H:20]3[C@H:15]([CH2:16][CH:17]=[CH:18][CH2:19]3)[C:14](=[O:21])[N:13]([CH2:22][CH2:23][CH2:24][CH2:25]Br)[N:12]=2)[CH:6]=[CH:7][C:8]=1[O:9][CH3:10].[NH:27]1[CH:31]=[CH:30][N:29]=[CH:28]1.[ClH:32].COC1C=C(C2[C@H]3[C@H](CCCC3)C(=O)N(CCN3C=CN=C3)N=2)C=CC=1OC>>[ClH:32].[CH3:1][O:2][C:3]1[CH:4]=[C:5]([C:11]2[C@H:20]3[C@H:15]([CH2:16][CH:17]=[CH:18][CH2:19]3)[C:14](=[O:21])[N:13]([CH2:22][CH2:23][CH2:24][CH2:25][N:27]3[CH:31]=[CH:30][N:29]=[CH:28]3)[N:12]=2)[CH:6]=[CH:7][C:8]=1[O:9][CH3:10] |f:2.3,4.5|. Yields the product Cl.COC=1C=C(C=CC1OC)C1=NN(C([C@H]2CC=CC[C@@H]12)=O)CCCCN1C=NC=C1 ((cis)-4-(3,4-Dimethoxyphenyl)-2-(4-(1-imidazolyl)-1-butyl)-4a,5,8,8a-tetrahydro-2H-phthalazin-1-one hydrochloride). Reactants: CCN=C=NCCCN(C)C.Cl (EDC.HCl), CNC (dimethylamine), C=1C=CC2=C(C1)N=NN2O (HOBt), O (H2O), N([C@@H](C(C)C)C(=O)O)C(=O)OC(C)(C)C (Boc-Val-OH), C(CC(O)(C(=O)O)CC(=O)O)(=O)O (citric acid). Solvent: C(Cl)Cl (CH2Cl2). Conditions: time 5 minute. The product is C(C)(C)(C)OC(N[C@H](C(=O)N(C)C)C(C)C)=O ((S)-tert-butyl(1-(dimethylamino)-3-methyl-1-oxobutan-2-yl)carbamate). As a reaction SMILES: C[CH2:2][N:3]=[C:4]=NCCCN(C)C.Cl.C1C=CC2N(O)N=NC=2C=1.O.[NH:24]([C:32]([O:34][C:35]([CH3:38])([CH3:37])[CH3:36])=[O:33])[C@H:25]([C:29](O)=[O:30])[CH:26]([CH3:28])[CH3:27].CNC.C(O)(=O)CC(CC(O)=O)(C(O)=O)O>C(Cl)Cl>[C:35]([O:34][C:32](=[O:33])[NH:24][C@@H:25]([CH:26]([CH3:28])[CH3:27])[C:29]([N:3]([CH3:4])[CH3:2])=[O:30])([CH3:38])([CH3:37])[CH3:36] |f:0.1|. Procedure: EDC.HCl (4.22 g, 22.0 mmol), reagent grade CH2Cl2 (80 mL), HOBt.H2O (3.36 g, 22.0 mmol), and Boc-Val-OH (4.34 g, 20.0 mmol) are added successively at 22° C. under air to a 250 mL round bottom flask equipped with a stir bar. The light yellow solution is allowed to stir for five minutes and dimethylamine (40 wt % in H2O, 5.3 mL, 50 mmol) is added drop-wise over one minute. The flask with the resulting light yellow solution is sealed with a rubber septum and allowed to stir for 12 h at 22° C. An aq... The reactants are [NH4+].[Cl-] (NH4Cl), solution, C(=C)[Mg]Br (vinylmagnesium bromide), C(C#C)SC1=C(C=O)C=CC=C1 (2-(2-propynylthio)benzaldehyde). The solvent is C1CCOC1 (THF). Product: C(C#C)SC1=C(C=CC=C1)C(C=C)O (1-[2-(2-propynylthio)phenyl]prop-2-en-1-ol). As a reaction SMILES: [CH2:1]([S:4][C:5]1[CH:12]=[CH:11][CH:10]=[CH:9][C:6]=1[CH:7]=[O:8])[C:2]#[CH:3].[CH:13]([Mg]Br)=[CH2:14].[NH4+].[Cl-]>C1COCC1>[CH2:1]([S:4][C:5]1[CH:12]=[CH:11][CH:10]=[CH:9][C:6]=1[CH:7]([OH:8])[CH:13]=[CH2:14])[C:2]#[CH:3] |f:2.3|. Procedure: To 35.2 g of 2-(2-propynylthio)benzaldehyde in dry THF cooled to between -60° and -70° C. was added 210 ml of a 1M solution of vinylmagnesium bromide solution dropwise at -60° C. and the reaction mixture allowed to warm to room temperature. The reaction mixture was poured into saturated NH4Cl and extracted twice with diethyl ether. The extracts are washed with water and then brine and dried over MgSO4 to afford 42.1 g of the subtitle compound.